From a dataset of the Open Reaction Database (ORD), a public repository of structured organic reaction records. describe an organic reaction: reactants, conditions, products, and yield RXN SMILES: C([O:5][CH2:6][CH:7]1[N:11]([C:12]2[CH:19]=[CH:18][C:15]([C:16]#[N:17])=[C:14]([Cl:20])[CH:13]=2)[C:10](=[O:21])[C:9]([CH3:23])([CH3:22])[C:8]1=[O:24])(C)(C)C.FC(F)(F)C(O)=O.C(=O)([O-])O.[Na+]>O>[Cl:20][C:14]1[CH:13]=[C:12]([N:11]2[CH:7]([CH2:6][OH:5])[C:8](=[O:24])[C:9]([CH3:22])([CH3:23])[C:10]2=[O:21])[CH:19]=[CH:18][C:15]=1[C:16]#[N:17] |f:2.3|. Solvent: O (Water). The product is ClC1=C(C#N)C=CC(=C1)N1C(C(C(C1CO)=O)(C)C)=O (2-chloro-4-[5-(hydroxymethyl)-3,3-dimethyl-2,4-dioxopyrrolidin-1-yl]benzonitrile). Isolated yield 86.7%. Reaction conditions: time 1 hour. The reactants are C(C)(C)(C)OCC1C(C(C(N1C1=CC(=C(C#N)C=C1)Cl)=O)(C)C)=O (4-[5-(tert-butoxy methyl)-3,3-dimethyl-2,4-dioxopyrrolidin-1-yl]-2-chlorobenzonitrile), FC(C(=O)O)(F)F (trifluoroacetic acid), C(O)([O-])=O.[Na+] (sodium hydrogen carbonate). Reported procedure: To 4-[5-(tert-butoxy methyl)-3,3-dimethyl-2,4-dioxopyrrolidin-1-yl]-2-chlorobenzonitrile (900 mg) was added trifluoroacetic acid (10 mL) at 0° C., and the mixture was stirred at room temperature for 1 hr. The reaction mixture was cooled to 0° C., and neutralized with saturated sodium hydrogen carbonate solution. Water was added to the reaction mixture, and the mixture was extracted with ethyl acetate. The extract was washed with saturated brine, dried over anhydrous magnesium sulfate, and concen... The reactants are ClC=1NC2=C(N1)C=CC=C2 (2-chlorobenzimidazole), C(C)(=O)OCC (ethyl acetate), [H-].[Na+] (sodium hydride), ClCC1=CC=C(O1)C(=O)OCC (ethyl 5-chloromethyl-2-furoate). Run in CN(C=O)C (dimethylformamide). Run at time 1 day. Yields the product C(C)OC(=O)C1=CC=C(O1)CN1C(=NC2=C1C=CC=C2)Cl (1-(5-(ethoxycarbonyl)fur-2-ylmethyl)-2-chloro-1H-benzimidazole). RXN SMILES: [Cl:1][C:2]1[NH:3][C:4]2[CH:10]=[CH:9][CH:8]=[CH:7][C:5]=2[N:6]=1.[H-].[Na+].Cl[CH2:14][C:15]1[O:19][C:18]([C:20]([O:22][CH2:23][CH3:24])=[O:21])=[CH:17][CH:16]=1.C(OCC)(=O)C>CN(C)C=O>[CH2:23]([O:22][C:20]([C:18]1[O:19][C:15]([CH2:14][N:3]2[C:4]3[CH:10]=[CH:9][CH:8]=[CH:7][C:5]=3[N:6]=[C:2]2[Cl:1])=[CH:16][CH:17]=1)=[O:21])[CH3:24] |f:1.2|. Procedure: Alternately, combine 2-chlorobenzimidazole (20 mmol) and sodium hydride (20 mmol) in dimethylformamide (30 mL). After gas evolution ceases, add ethyl 5-chloromethyl-2-furoate (20 mmol) and stir. After 1 day, evaporate in vacuo to give a residue. Combine the residue and ethyl acetate. Extract with water and brine. Dry the the organic layer over Na2SO4, filter, and evaporate in vacuo to give 1-(5-(ethoxycarbonyl)fur-2-ylmethyl)-2-chloro-1H-benzimidazole. The reactants are CC(C)(C)OC(=O)NC(CC(=O)OCc1ccccc1)C(=O)O, COCCOC, CN1CCOCC1, CC(C)COC(=O)Cl. Product: CC(C)(C)OC(=O)NC(CO)CC(=O)OCc1ccccc1. As a reaction SMILES: [CH2:1]([c:2]1[cH:3][cH:4][cH:5][cH:6][cH:7]1)[O:8][C:9]([CH2:10][CH:11]([NH:12][C:13](=[O:14])[O:15][C:16]([CH3:17])([CH3:18])[CH3:19])[C:20](=[O:21])[OH:22])=[O:23].[CH2:39]([CH2:40][O:41][CH3:42])[O:43][CH3:44].[CH3:24][N:25]1[CH2:26][CH2:27][O:28][CH2:29][CH2:30]1.[Cl:31][C:32]([O:33][CH2:34][CH:35]([CH3:36])[CH3:37])=[O:38]>>[CH2:1]([c:2]1[cH:3][cH:4][cH:5][cH:6][cH:7]1)[O:8][C:9]([CH2:10][CH:11]([NH:12][C:13](=[O:14])[O:15][C:16]([CH3:17])([CH3:18])[CH3:19])[CH2:20][OH:21])=[O:23]. Reactants: COC(=O)CCc1ccc(OCc2cccc(-c3ccc(OC4CCCCO4)cc3C)c2)cc1, CO, [Na+], C1CCOC1, [OH-], O, O=C(O)CC(O)(CC(=O)O)C(=O)O. The product is Cc1cc(OC2CCCCO2)ccc1-c1cccc(COc2ccc(CCC(=O)O)cc2)c1. As a reaction SMILES: [CH3:1][c:2]1[c:3](-[c:15]2[cH:16][c:17]([CH2:21][O:22][c:23]3[cH:24][cH:25][c:26]([CH2:29][CH2:30][C:31](=[O:32])[O:33][CH3:34])[cH:27][cH:28]3)[cH:18][cH:19][cH:20]2)[cH:4][cH:5][c:6]([O:8][CH:9]2[O:10][CH2:11][CH2:12][CH2:13][CH2:14]2)[cH:7]1.[CH3:51][OH:52].[Na+:36].[O:53]1[CH2:54][CH2:55][CH2:56][CH2:57]1.[OH-:35].[OH2:37].[OH:38][C:39]([CH2:40][C:41]([C:42](=[O:43])[OH:44])([CH2:45][C:46](=[O:47])[OH:48])[OH:49])=[O:50]>>[CH3:1][c:2]1[c:3](-[c:15]2[cH:16][c:17]([CH2:21][O:22][c:23]3[cH:24][cH:25][c:26]([CH2:29][CH2:30][C:31](=[O:32])[OH:33])[cH:27][cH:28]3)[cH:18][cH:19][cH:20]2)[cH:4][cH:5][c:6]([O:8][CH:9]2[O:10][CH2:11][CH2:12][CH2:13][CH2:14]2)[cH:7]1. Reactants: Cl (HCl), C([O-])([O-])=O.[K+].[K+] (potassium carbonate), BrCCCCl (1-bromo-3-chloropropane), C1(=CC=CC=C1)NC(=O)OC=1C=CC=2C[C@@H]3[C@@H]4CCCC[C@@]4(C2C1)CCN3 (3-phenylcarbamoyloxymorphinan). Isolated yield 70.0%. Run at temperature 50 celsius. Reported procedure: To a stirred solution of 3-phenylcarbamoyloxymorphinan.HCl 30 (2.8 mg, 0.007 mmol) in dry DMF (0.15 mL) was added potassium carbonate (5.4 mg, 0.021 mmol), 1-bromo-3-chloropropane (1.9 μL, 0.042 mmol) sequentially and the mixture was stirred at 50° C. After starting material disappeared on TLC, solvent was concentrated and column chromatography gave 2.1 mg (70%) of the title compound: 1H NMR (300 MHz, CDCl3) δ7.35 (4H, m); 7.10 (2H, m); 6.85 (1H, d); 6.75 (1H, d.d.); 6.28 (1H, s); 4.38 (1H, m); ... Solvent: CN(C)C=O (DMF). Yields the product C1(=CC=CC=C1)NC(=O)OC=1C=CC=2C[C@@H]3[C@@H]4CCCC[C@@]4(C2C1)CCN3CCCCl (3-Phenylcarbamoyloxy-N-(3-chloropropyl)morphinan). RXN SMILES: [C:1]1([NH:7][C:8]([O:10][C:11]2[CH:12]=[CH:13][C:14]3[CH2:15][C@H:16]4[NH:27][CH2:26][CH2:25][C@@:22]5([C:23]=3[CH:24]=2)[C@H:17]4[CH2:18][CH2:19][CH2:20][CH2:21]5)=[O:9])[CH:6]=[CH:5][CH:4]=[CH:3][CH:2]=1.Cl.C(=O)([O-])[O-].[K+].[K+].Br[CH2:36][CH2:37][CH2:38][Cl:39]>CN(C=O)C>[C:1]1([NH:7][C:8]([O:10][C:11]2[CH:12]=[CH:13][C:14]3[CH2:15][C@H:16]4[N:27]([CH2:36][CH2:37][CH2:38][Cl:39])[CH2:26][CH2:25][C@@:22]5([C:23]=3[CH:24]=2)[C@H:17]4[CH2:18][CH2:19][CH2:20][CH2:21]5)=[O:9])[CH:2]=[CH:3][CH:4]=[CH:5][CH:6]=1 |f:2.3.4|. The reactants are O=C1CCC(=O)N1Br, O=C(OOC(=O)c1ccccc1)c1ccccc1, ClC(Cl)(Cl)Cl, Cc1ccc(Cl)cc1I. Product: Clc1ccc(CBr)c(I)c1. As a reaction SMILES: [Br:10][N:11]1[C:12](=[O:13])[CH2:14][CH2:15][C:16]1=[O:17].[C:18]([O:19][O:20][C:21](=[O:22])[c:23]1[cH:24][cH:25][cH:26][cH:27][cH:28]1)(=[O:29])[c:30]1[cH:31][cH:32][cH:33][cH:34][cH:35]1.[C:36]([Cl:37])([Cl:38])([Cl:39])[Cl:40].[Cl:1][c:2]1[cH:3][c:4]([I:9])[c:5]([CH3:8])[cH:6][cH:7]1>>[Cl:1][c:2]1[cH:3][c:4]([I:9])[c:5]([CH2:8][Br:10])[cH:6][cH:7]1.